From a dataset of the Open Reaction Database (ORD), a public repository of structured organic reaction records. describe an organic reaction: reactants, conditions, products, and yield The reactants are CCOC(=O)OCC, CC(=O)c1ccccc1, CCCCCC, CC(=O)c1ccc(C2CCCCC2)cc1, [H-], [H][H], [Na+]. The product is CCOC(=O)CC(=O)c1ccc(C2CCCCC2)cc1. RXN SMILES: [C:29]([O:30][CH2:31][CH3:32])([O:33][CH2:35][CH3:36])=[O:34].[CH3:20][C:21]([c:22]1[cH:23][cH:24][cH:25][cH:26][cH:27]1)=[O:28].[CH3:37][CH2:38][CH2:39][CH2:40][CH2:41][CH3:42].[CH:3]1([c:9]2[cH:10][cH:11][c:12]([C:15]([CH3:16])=[O:17])[cH:13][cH:14]2)[CH2:4][CH2:5][CH2:6][CH2:7][CH2:8]1.[H-:1].[H:18][H:19].[Na+:2]>>[CH:3]1([c:9]2[cH:10][cH:11][c:12]([C:15]([CH2:16][C:29]([O:30][CH2:31][CH3:32])=[O:33])=[O:17])[cH:13][cH:14]2)[CH2:4][CH2:5][CH2:6][CH2:7][CH2:8]1. RXN SMILES: Cl([O-])=O.[Na+].[Br:5][C:6]1[N:7]=[C:8](NC(=O)OC(C)(C)C)[S:9][C:10]=1[CH:11]=[O:12].[CH2:21]([OH:25])C(C)C.P([O-])(O)(O)=[O:27].[Na+].[CH3:32][C:33](=[CH:35]C)[CH3:34].[OH2:37]>>[Br:5][C:6]1[N:7]=[C:8]([C:21]([O:25][C:33]([CH3:35])([CH3:34])[CH3:32])=[O:27])[S:9][C:10]=1[C:11]([OH:12])=[O:37] |f:0.1,4.5|. The product is BrC=1N=C(SC1C(=O)O)C(=O)OC(C)(C)C (4-bromo-2-(tert-butoxycarbonyl)thiazole-5-carboxylic acid). Reaction conditions: time 3 hour. The solvent is EtOAc hexanes. The reactants are O (water), Cl(=O)[O-].[Na+] (sodium chlorite), BrC=1N=C(SC1C=O)NC(OC(C)(C)C)=O (tert-butyl 4-bromo-5-formylthiazol-2-ylcarbamate), C(C(C)C)O (isobutanol), solution, P(=O)(O)(O)[O-].[Na+] (sodium dihydrogen phosphate), CC(C)=CC (2-methyl-2-butene). Procedure: To a 250 mL round-bottomed flask was added sodium chlorite (3.68 g, 40.7 mmol), tert-butyl 4-bromo-5-formylthiazol-2-ylcarbamate (1.18 g, 3.84 mmol), isobutanol (76.8 mL, 3.84 mmol), and an aqueous (30.00 mL, 3.84 mmol) solution of sodium dihydrogen phosphate (3.60 g, 30.0 mmol) followed by 2-methyl-2-butene (4.47 mL, 42.3 mmol). The mixture was stirred vigorously for about 3 hours. LCMS indicated complete conversion to product so the mixture was diluted with water (60 mL) and 120 mL of 1:1 EtOA... Yield: 109.0%. Starting materials: C(=C)[Mg]Br (vinyl magnesium bromide), CON(C(=O)C1=NOC=C1)C (N-Methoxy-N-methyl-3-isoxazolecarboxamide), ice. Solvent: O1CCCC1 (tetrahydrofuran). Run at temperature -30 celsius, time 2 hour. Product: O1N=C(C=C1)C(C=C)=O (1-(3-Isoxazolyl)-2-propen-1-one). As a reaction SMILES: CON(C)[C:4]([C:6]1[CH:10]=[CH:9][O:8][N:7]=1)=[O:5].[CH:12]([Mg]Br)=[CH2:13]>O1CCCC1>[O:8]1[CH:9]=[CH:10][C:6]([C:4](=[O:5])[CH:12]=[CH2:13])=[N:7]1. Procedure details: The product of step (a) (0.66 g) was dissolved in dry tetrahydrofuran (20 ml), under a nitrogen atmosphere and cooled to −30° C. A solution of vinyl magnesium bromide (1M, 6 ml) was added dropwise over 5 minutes and the reaction mixture was allowed to warm to 0° C. and stirred at this temperature for 2 h. The mixture was then poured into ice-cold 2N hydrochloric acid (50 ml) and extracted into ethyl acetate. The extract was washed with water, brine, dried over magnesium sulphate and evaporated t... The reactants are CN1CCCC2=CC(=CC=C12)C(CCC)=O (1-(1-methyl-1,2,3,4-tetrahydroquinolin-6-yl)butan-1-one), CC(C)(C)N (2-methylpropan-2-amine). The reagents and catalysts are Cl[Ti](Cl)(Cl)Cl (TiCl4). Solvent: C(Cl)Cl (CH2Cl2). Conditions: time 8 hour. The product is CC(C)(C)N=C(CCC)C=1C=C2CCCN(C2=CC1)C (2-methyl-N-(1-(1-methyl-1,2,3,4-tetrahydroquinolin-6-yl)butylidene)propan-2-amine). As a reaction SMILES: [CH3:1][N:2]1[C:11]2[C:6](=[CH:7][C:8]([C:12](=O)[CH2:13][CH2:14][CH3:15])=[CH:9][CH:10]=2)[CH2:5][CH2:4][CH2:3]1.[CH3:17][C:18]([NH2:21])([CH3:20])[CH3:19]>C(Cl)Cl.Cl[Ti](Cl)(Cl)Cl>[CH3:17][C:18]([N:21]=[C:12]([C:8]1[CH:7]=[C:6]2[C:11](=[CH:10][CH:9]=1)[N:2]([CH3:1])[CH2:3][CH2:4][CH2:5]2)[CH2:13][CH2:14][CH3:15])([CH3:20])[CH3:19]. Reported procedure: To a solution of 1-(1-methyl-1,2,3,4-tetrahydroquinolin-6-yl)butan-1-one (2.94 g, 13.5 mmol) in CH2Cl2 (14 mL) was added 2-methylpropan-2-amine (5.7 mL, 54.2 mmol, 4.0 eq). The mixture was cooled to 0° C. before TiCl4 (1.0M in CH2Cl2, 8.8 mL, 8.8 mmol, 0.65 eq) was added via syringe pump over 30 min. The reaction was allowed to warm to room temperature and stirred overnight. The reaction mixture was quenched with saturated aqueous NaHCO3 (15 mL) then extracted by CH2Cl2 (5×25 mL). The combined o... The reactants are [H-].[Na+] (NaH), CN(C)C=O (DMF), CO (MeOH), compound A, ClC1=C(C=CC(=C1)F)C1=CC2=C(N(C3=CC=CC=C23)C)N(C1=O)C (3-(2-chloro-4-fluorophenyl)-1,9-dimethyl-1,9-dihydropyrido[2,3-b]indol-2-one). Run in O (H2O). Reaction conditions: temperature 80 celsius, time 5 minute. Yields the product ClC1=C(C=CC(=C1)OC)C1=CC2=C(N(C3=CC=CC=C23)C)N(C1=O)C (3-(2-Chloro-4-methoxy-phenyl)-1,9-dimethyl-1,9-dihydropyrido[2,3-b]indol-2-one). RXN SMILES: [H-].[Na+].CN([CH:6]=[O:7])C.CO.[Cl:10][C:11]1[CH:16]=[C:15](F)[CH:14]=[CH:13][C:12]=1[C:18]1[C:31](=[O:32])[N:30]([CH3:33])[C:21]2[N:22]([CH3:29])[C:23]3[C:28]([C:20]=2[CH:19]=1)=[CH:27][CH:26]=[CH:25][CH:24]=3>O>[Cl:10][C:11]1[CH:16]=[C:15]([O:7][CH3:6])[CH:14]=[CH:13][C:12]=1[C:18]1[C:31](=[O:32])[N:30]([CH3:33])[C:21]2[N:22]([CH3:29])[C:23]3[C:28]([C:20]=2[CH:19]=1)=[CH:27][CH:26]=[CH:25][CH:24]=3 |f:0.1|. Procedure: 3.25 g (81.1 mmol) of 60% NaH are added to 300 ml of DMF and 9.6 ml of MeOH. The mixture is left to stir for 5 minutes, and then 9.22 g (27.0 mmol) of compound A 3-(2-chloro-4-fluorophenyl)-1,9-dimethyl-1,9-dihydropyrido[2,3-b]indol-2-one are added. The mixture is stirred at ambient temperature and then, as soon as no more gas is being given off, is heated at 80° C. for 16 h. The reaction medium is left to cool and poured into H2O, the yellow precipitate is filtered off and washed with H2O, the ... Starting materials: O1[C@@H](C1)COC1=C2C=CNC2=CC=C1 ((S)-(+)-4-(oxiranylmethoxy)-1H-indole), OC1(CCNCC1)C1=CC=CC2=CC=CC=C12 (4-hydroxy-4-(naphth-1-yl)piperidine). Run in CO (methanol). Product: 0.309, N1C=CC2=C(C=CC=C12)OC[C@H](CN1CCC(CC1)(C1=CC=CC2=CC=CC=C12)O)O ((2S)-(-)-1-(4-indolyloxy)-3-[4-hydroxy-4-(naphth-1-yl)piperidine-1-yl]-2-propanol). Isolated yield 84.0%. Reaction SMILES: [O:1]1[CH2:3][C@H:2]1[CH2:4][O:5][C:6]1[CH:14]=[CH:13][CH:12]=[C:11]2[C:7]=1[CH:8]=[CH:9][NH:10]2.[OH:15][C:16]1([C:22]2[C:31]3[C:26](=[CH:27][CH:28]=[CH:29][CH:30]=3)[CH:25]=[CH:24][CH:23]=2)[CH2:21][CH2:20][NH:19][CH2:18][CH2:17]1>CO>[NH:10]1[C:11]2[C:7](=[C:6]([O:5][CH2:4][C@@H:2]([OH:1])[CH2:3][N:19]3[CH2:18][CH2:17][C:16]([OH:15])([C:22]4[C:31]5[C:26](=[CH:27][CH:28]=[CH:29][CH:30]=5)[CH:25]=[CH:24][CH:23]=4)[CH2:21][CH2:20]3)[CH:14]=[CH:13][CH:12]=2)[CH:8]=[CH:9]1. Reported procedure: A mixture of 0.167 gm (0.88 mMol) (S)-(+)-4-(oxiranylmethoxy)-1H-indole and 0.200 gm (0.88 mmol) 4-hydroxy-4-(naphth-1-yl)piperidine in 10 mL methanol was heated to reflux for 18 hours. The reaction mixture was cooled to room temperature and was then partitioned between ethyl acetate and 2N sodium hydroxide. The phases were separated and the aqueous phase extracted again with ethyl acetate. The organic phases were combined, washed with saturated aqueous sodium chloride and concentrated under red... Reactants: ClC1=CC=C(C=C1)C1=NCC=2C(C3=C1C=CC=C3)=C(ON2)C (6-(4-chlorophenyl)-1-methyl-4H-benzo[c]isoxazolo[4,3-e]azepine), [N-]=[N+]=[N-] (azide), lactam, OCC1=C(C(=NO1)C)C1=C(C(=O)OC)C=CC(=N1)OC (methyl 2-(5-(hydroxymethyl)-3-methylisoxazol-4-yl)-6-methoxynicotinate), ClC1=CC=C(C=C1)C(=O)C1=C(C=CC=C1)C=1C(=NOC1C)CO ((4-chlorophenyl)(2-(3-(hydroxymethyl)-5-methylisoxazol-4-yl)phenyl)methanone). Run in CO (methanol). The product is COC=1C=CC2=C(C3=C(CNC2=O)ON=C3C)N1 (2-Methoxy-10-methyl-6,7-dihydro-5H-isoxazolo[5,4-c]pyrido[2,3-e]azepin-5-one). As a reaction SMILES: ClC1C=CC(C2C3C=CC=CC=3C3=C(C)ON=C3C[N:9]=2)=CC=1.O[CH2:24][C:25]1[O:29][N:28]=[C:27]([CH3:30])[C:26]=1[C:31]1[N:40]=[C:39]([O:41][CH3:42])[CH:38]=[CH:37][C:32]=1[C:33](OC)=[O:34].ClC1C=CC(C(C2C=CC=CC=2C2C(CO)=NOC=2C)=O)=CC=1.[N-]=[N+]=[N-]>CO>[CH3:42][O:41][C:39]1[CH:38]=[CH:37][C:32]2[C:33](=[O:34])[NH:9][CH2:24][C:25]3[O:29][N:28]=[C:27]([CH3:30])[C:26]=3[C:31]=2[N:40]=1. Procedure details: A reaction sequence similar to that used to prepare Compound 191 was followed, except that methyl 2-(5-(hydroxymethyl)-3-methylisoxazol-4-yl)-6-methoxynicotinate was used as starting material instead of (4-chlorophenyl)(2-(3-(hydroxymethyl)-5-methylisoxazol-4-yl)phenyl)methanone and methanol was used as the co-solvent for the conversion of the azide to the lactam. LC/MS m/z 246 [M+H]+.